The task is: describe an organic reaction: reactants, conditions, products, and yield. This data is from the Open Reaction Database (ORD), a public repository of structured organic reaction records. Starting materials: CC=1NC(=C(C(C1C(=O)OCCOCC1=CC=CC=C1)C1=CC(=CC=C1)[N+](=O)[O-])C(=O)OCC)C(OCC)OCC (2-benzyloxyethyl 2-methyl-4-(3-nitrophenyl)-5-ethoxycarbonyl-6-diethoxymethyl-1,4-dihydropyridine-3-carboxylate), Cl (hydrochloric acid), C([O-])(O)=O.[Na+] (sodium bicarbonate). The solvent is CC(=O)C (acetone), CC(=O)C (acetone). Conditions: time 2 hour. The product is CC=1NC(=C(C(C1C(=O)OCCOCC1=CC=CC=C1)C1=CC(=CC=C1)[N+](=O)[O-])C(=O)OCC)C=O (2-benzyloxyethyl 2-methyl-4-(3-nitrophenyl)-5-ethoxycarbonyl-6-formyl-1,4-dihydropyridine-3-carboxylate). Isolated yield 96.2%. RXN SMILES: [CH3:1][C:2]1[NH:3][C:4]([CH:35](OCC)[O:36]CC)=[C:5]([C:30]([O:32][CH2:33][CH3:34])=[O:31])[CH:6]([C:21]2[CH:26]=[CH:25][CH:24]=[C:23]([N+:27]([O-:29])=[O:28])[CH:22]=2)[C:7]=1[C:8]([O:10][CH2:11][CH2:12][O:13][CH2:14][C:15]1[CH:20]=[CH:19][CH:18]=[CH:17][CH:16]=1)=[O:9].Cl.C(=O)(O)[O-].[Na+]>CC(C)=O>[CH3:1][C:2]1[NH:3][C:4]([CH:35]=[O:36])=[C:5]([C:30]([O:32][CH2:33][CH3:34])=[O:31])[CH:6]([C:21]2[CH:26]=[CH:25][CH:24]=[C:23]([N+:27]([O-:29])=[O:28])[CH:22]=2)[C:7]=1[C:8]([O:10][CH2:11][CH2:12][O:13][CH2:14][C:15]1[CH:20]=[CH:19][CH:18]=[CH:17][CH:16]=1)=[O:9] |f:2.3|. Procedure: To a solution of 2-benzyloxyethyl 2-methyl-4-(3-nitrophenyl)-5-ethoxycarbonyl-6-diethoxymethyl-1,4-dihydropyridine-3-carboxylate (6.0 g) in acetone (60 ml) was added 6 N hydrochloric acid (6 ml) and the mixture was stirred at room temperature for 2 hours. The reaction mixture was adjusted to pH 7.5 to 8 with an aqueous sodium bicarbonate solution, and acetone was distilled off under reduced pressure. The resultant solution was diluted with water (150 ml) to separate out oily precipitates, which ...